This data is from the Open Reaction Database (ORD), a public repository of structured organic reaction records. The task is: describe an organic reaction: reactants, conditions, products, and yield Reactants: O=C1CCC(=O)N1Br, COC(=O)c1ccc(Br)cc1C, O=C(OOC(=O)c1ccccc1)c1ccccc1, ClC(Cl)(Cl)Cl. Yields the product COC(=O)c1ccc(Br)cc1CBr. Reaction SMILES: [Br:13][N:14]1[C:15](=[O:16])[CH2:17][CH2:18][C:19]1=[O:20].[Br:1][c:2]1[cH:3][cH:4][c:5]([C:9](=[O:10])[O:11][CH3:12])[c:6]([CH3:8])[cH:7]1.[C:21]([O:22][O:23][C:24](=[O:25])[c:26]1[cH:27][cH:28][cH:29][cH:30][cH:31]1)(=[O:32])[c:33]1[cH:34][cH:35][cH:36][cH:37][cH:38]1.[C:39]([Cl:40])([Cl:41])([Cl:42])[Cl:43]>>[Br:1][c:2]1[cH:3][cH:4][c:5]([C:9](=[O:10])[O:11][CH3:12])[c:6]([CH2:8][Br:13])[cH:7]1. Reactants: [Br-], [Li]CCCC, CCCCCC, CCC(C)C[P+](c1ccccc1)(c1ccccc1)c1ccccc1, COC(=O)CCCCCCCCCCCCCCC=O, C1CCOC1. Yields the product CCC(C)C=CCCCCCCCCCCCCCCC(=O)OC. As a reaction SMILES: [Br-:1].[CH2:32]([Li:33])[CH2:34][CH2:35][CH3:36].[CH3:26][CH2:27][CH2:28][CH2:29][CH2:30][CH3:31].[CH3:2][CH:3]([CH2:4][P+:5]([c:6]1[cH:7][cH:8][cH:9][cH:10][cH:11]1)([c:12]1[cH:13][cH:14][cH:15][cH:16][cH:17]1)[c:18]1[cH:19][cH:20][cH:21][cH:22][cH:23]1)[CH2:24][CH3:25].[CH:37](=[O:38])[CH2:39][CH2:40][CH2:41][CH2:42][CH2:43][CH2:44][CH2:45][CH2:46][CH2:47][CH2:48][CH2:49][CH2:50][CH2:51][CH2:52][C:53](=[O:54])[O:55][CH3:56].[O:57]1[CH2:58][CH2:59][CH2:60][CH2:61]1>>[CH3:2][CH:3]([CH:4]=[CH:37][CH2:39][CH2:40][CH2:41][CH2:42][CH2:43][CH2:44][CH2:45][CH2:46][CH2:47][CH2:48][CH2:49][CH2:50][CH2:51][CH2:52][C:53](=[O:54])[O:55][CH3:56])[CH2:24][CH3:25]. The reactants are [F-].[K+] (potassium fluoride), C(C=C)(=O)OC (methyl acrylate), FC(C[N+](=O)[O-])(F)F (2,2,2-trifluoronitroethane). The solvent is C(C)#N (acetonitrile). Reaction conditions: time 60 minute. The product is FC(C(CCC(=O)OC)(CCC(=O)OC)[N+](=O)[O-])(F)F (Dimethyl 4-(trifluoromethyl)-4-nitropimelate). Reaction SMILES: [F-].[K+].[C:3]([O:7][CH3:8])(=[O:6])[CH:4]=[CH2:5].[F:9][C:10]([F:16])([F:15])[CH2:11][N+:12]([O-:14])=[O:13]>C(#N)C>[F:9][C:10]([F:16])([F:15])[C:11]([N+:12]([O-:14])=[O:13])([CH2:5][CH2:4][C:3]([O:7][CH3:8])=[O:6])[CH2:5][CH2:4][C:3]([O:7][CH3:8])=[O:6] |f:0.1|. Procedure details: 27 g (0.465 mol) of potassium fluoride (calcined) and 86 g (1 mol) of methyl acrylate are initially charged to 50 ml of acetonitrile at 0°-5° C. and 60 g (0.465 mol) of 2,2,2-trifluoronitroethane are added dropwise with stirring over a period of 60 min. The reaction is notably exothermic (up to about 60° C.). After being cooled to room temperature the reaction mixture is further stirred for 16 h. The mixture is filtered, the salt is washed with acetonitrile, and the solvent and unreacted startin... Starting materials: COC1=CC=C(C=C1)N1C(N(CC1)CCOCC1=CC=CC=C1)=O (α-{2-[1-(4-methoxyphenyl)-2-imidazolidinon-3-yl]ethoxy}toluene), FC(C1=CC=C(C=C1)N1C(N(CC1)CCOCC1=CC=CC=C1)=O)(F)F (α-{2-[1-(α,α,α-trifluoro-4-tolyl)-2-imidazolidinon-3-yl]ethoxy}toluene). The product is COC1=CC=C(C=C1)N1C(N(CC1)CCO)=O (2-[1-(4-methoxyphenyl)-2-imidazolidinon-3-yl]ethanol). Isolated yield 91.0%. As a reaction SMILES: [CH3:1][O:2][C:3]1[CH:8]=[CH:7][C:6]([N:9]2[CH2:13][CH2:12][N:11]([CH2:14][CH2:15][O:16]CC3C=CC=CC=3)[C:10]2=[O:24])=[CH:5][CH:4]=1.FC(F)(F)C1C=CC(N2CCN(CCOCC3C=CC=CC=3)C2=O)=CC=1>>[CH3:1][O:2][C:3]1[CH:4]=[CH:5][C:6]([N:9]2[CH2:13][CH2:12][N:11]([CH2:14][CH2:15][OH:16])[C:10]2=[O:24])=[CH:7][CH:8]=1. Procedure: In a similar manner to Referential Example 5 except that a reaction was conducted using α-{2-[1-(4-methoxyphenyl)-2-imidazolidinon-3-yl]ethoxy}toluene in lieu of α-{2-[1-(α,α,α-trifluoro-4-tolyl)-2-imidazolidinon-3-yl]ethoxy}toluene, the title compound was obtained in a yield of 91%. Starting materials: C1OC(C[C@@H]2[C@H]([C@H](C[C@H]2OC2OCCCC2)O)C\C=C/CCCC(=O)O)OC1 (Z-7-[(1 R,2 R,3 R,5 S)-2-(2,2-ethylenedioxyethyl)-5-hydroxy-3-(tetrahydropyranyloxy)cyclopentyl]hept-5-enoic acid), [N+](=[N-])=C (diazomethane). The solvent is CCOCC (ether). The product is C1OC(C[C@@H]2[C@H]([C@H](C[C@H]2OC2OCCCC2)O)C\C=C/CCCC(=O)OC)OC1 (methyl Z-7-[(1 R,2 R,3 R,5 S)-2-(2,2-ethylenedioxyethyl)-5-hydroxy-3-(tetrahydropyranyloxy)cyclopentyl]hept-5-enoate). Reaction SMILES: [CH2:1]1[CH2:28][O:27][CH:3]([CH2:4][C@H:5]2[C@H:9]([O:10][CH:11]3[CH2:16][CH2:15][CH2:14][CH2:13][O:12]3)[CH2:8][C@H:7]([OH:17])[C@@H:6]2[CH2:18]/[CH:19]=[CH:20]\[CH2:21][CH2:22][CH2:23][C:24]([OH:26])=[O:25])[O:2]1.[N+](=[CH2:31])=[N-]>CCOCC>[CH2:28]1[CH2:1][O:2][CH:3]([CH2:4][C@H:5]2[C@H:9]([O:10][CH:11]3[CH2:16][CH2:15][CH2:14][CH2:13][O:12]3)[CH2:8][C@H:7]([OH:17])[C@@H:6]2[CH2:18]/[CH:19]=[CH:20]\[CH2:21][CH2:22][CH2:23][C:24]([O:26][CH3:31])=[O:25])[O:27]1. Procedure: The carboxylic acid (59) was treated with diazomethane in ether (150 ml) to give the methyl ester (60). The crude product obtained after the work-up was chromatographed on a column of silica gel (hexane/ethyl acetate =3/2). The reactants are CC1=C(CCl)C=CC=C1 (o-methylbenzyl chloride), [OH-].[Na+] (NaOH), C(CC(=O)C)(=O)OCC (ethyl acetoacetate), C1(=CC=CC=C1)C (toluene). The reagents and catalysts are [Br-].C(CCC)[N+](CCCC)(CCCC)CCCC (tetrabutylammonium bromide). The solvent is O (water). Reaction conditions: time 2 hour. Product: CC1=C(CC(C(=O)OCC)C(=O)C)C=CC=C1 (ethyl 2-(o-methylbenzyl)-acetoacetate). RXN SMILES: [CH3:1][C:2]1[CH:9]=[CH:8][CH:7]=[CH:6][C:3]=1[CH2:4]Cl.[OH-].[Na+].[C:12]([O:18][CH2:19][CH3:20])(=[O:17])[CH2:13][C:14]([CH3:16])=[O:15].C1(C)C=CC=CC=1>[Br-].C([N+](CCCC)(CCCC)CCCC)CCC.O>[CH3:1][C:2]1[CH:9]=[CH:8][CH:7]=[CH:6][C:3]=1[CH2:4][CH:13]([C:14]([CH3:16])=[O:15])[C:12]([O:18][CH2:19][CH3:20])=[O:17] |f:1.2,5.6|. Reported procedure: 344 g (2.45 moles) of o-methylbenzyl chloride and 3.5 moles of 25% strength aqueous NaOH solution were added dropwise to a refluxed, thoroughly stirred solution of 455 g (3.5 moles) of ethyl acetoacetate, 35 g (0.11 moles) of tetrabutylammonium bromide and 1.2 liters of toluene in the course of 2 hours, simultaneously from two dropping funnels. Thereafter, stirring was continued for a further 2 hours with refluxing. After the reaction solution had cooled, water was added, the phases were separat... Reactants: OCCC=1NC2=CC=C(C=C2C1)CC(=O)OC (Methyl 2-(2-hydroxyethyl)indole-5-acetate), O(C1=CC=CC=C1)C1=CC(=C(C=C1)O)CCC (4-phenoxy-2-propylphenol), C1(=CC=CC=C1)P(C1=CC=CC=C1)C1=CC=CC=C1 (triphenylphosphine), CC(C)OC(=O)/N=N/C(=O)OC(C)C (DIAD), N1C=CC2=CC=CC=C12 (indole). Run in C1CCOC1 (THF). The product is COC(CC=1C=C2C=C(NC2=CC1)CCOC1=C(C=C(C=C1)OC1=CC=CC=C1)CCC)=O (2-(2-(4-Phenoxy-2-propylphenoxy)ethyl)indole-5-acetic Acid methyl Ester). Isolated yield 62.3%. RXN SMILES: [OH:1][CH2:2][CH2:3][C:4]1[NH:5][C:6]2[C:11]([CH:12]=1)=[CH:10][C:9]([CH2:13][C:14]([O:16][CH3:17])=[O:15])=[CH:8][CH:7]=2.[O:18]([C:25]1[CH:30]=[CH:29][C:28](O)=[C:27]([CH2:32][CH2:33][CH3:34])[CH:26]=1)[C:19]1[CH:24]=[CH:23][CH:22]=[CH:21][CH:20]=1.C1(P(C2C=CC=CC=2)C2C=CC=CC=2)C=CC=CC=1.CC(OC(/N=N/C(OC(C)C)=O)=O)C.N1C2C(=CC=CC=2)C=C1>C1COCC1>[CH3:17][O:16][C:14](=[O:15])[CH2:13][C:9]1[CH:10]=[C:11]2[C:6](=[CH:7][CH:8]=1)[NH:5][C:4]([CH2:3][CH2:2][O:1][C:28]1[CH:29]=[CH:30][C:25]([O:18][C:19]3[CH:20]=[CH:21][CH:22]=[CH:23][CH:24]=3)=[CH:26][C:27]=1[CH2:32][CH2:33][CH3:34])=[CH:12]2. Reported procedure: A solution of methyl 2-(2-hydroxyethyl)indole-5-acetate from Example 1, Step E (7.6 g), 4-phenoxy-2-propylphenol (8.28 g), triphenylphosphine (11.2 g), DIAD (8.5 mL) and THF (125 mL) was stirred under nitrogen at room temperature. After stirring overnight none of the starting indole remained as determined by TLC and the reaction was concentrated to a yellow oil. The oil was purified by silca gel chromatography (10%-20% ethyl acetate in hexanes) to give the desired product (9.0 g). Starting materials: Fc1ccc(Br)cn1, Cc1ccccc1, CCO, [Na+], [Na+], O=C([O-])[O-], O, OB(O)c1ccccc1, c1ccc(P(c2ccccc2)(c2ccccc2)[Pd](P(c2ccccc2)(c2ccccc2)c2ccccc2)(P(c2ccccc2)(c2ccccc2)c2ccccc2)P(c2ccccc2)(c2ccccc2)c2ccccc2)cc1. Yields the product Fc1ccc(-c2ccccc2)cn1. As a reaction SMILES: [Br:1][c:2]1[cH:3][cH:4][c:5]([F:8])[n:6][cH:7]1.[CH3:24][c:25]1[cH:26][cH:27][cH:28][cH:29][cH:30]1.[CH3:31][CH2:32][OH:33].[Na+:18].[Na+:19].[O-:20][C:21](=[O:22])[O-:23].[OH2:34].[OH:9][B:10]([OH:11])[c:12]1[cH:13][cH:14][cH:15][cH:16][cH:17]1.[cH:35]1[cH:36][cH:37][c:38]([P:39]([Pd:40]([P:41]([c:42]2[cH:43][cH:44][cH:45][cH:46][cH:47]2)([c:48]2[cH:49][cH:50][cH:51][cH:52][cH:53]2)[c:54]2[cH:55][cH:56][cH:57][cH:58][cH:59]2)([P:60]([c:61]2[cH:62][cH:63][cH:64][cH:65][cH:66]2)([c:67]2[cH:68][cH:69][cH:70][cH:71][cH:72]2)[c:73]2[cH:74][cH:75][cH:76][cH:77][cH:78]2)[P:79]([c:80]2[cH:81][cH:82][cH:83][cH:84][cH:85]2)([c:86]2[cH:87][cH:88][cH:89][cH:90][cH:91]2)[c:92]2[cH:93][cH:94][cH:95][cH:96][cH:97]2)([c:98]2[cH:99][cH:100][cH:101][cH:102][cH:103]2)[c:104]2[cH:105][cH:106][cH:107][cH:108][cH:109]2)[cH:110][cH:111]1>>[c:2]1(-[c:12]2[cH:13][cH:14][cH:15][cH:16][cH:17]2)[cH:3][cH:4][c:5]([F:8])[n:6][cH:7]1. Reactants: C1(CCC1)COCCC1=CC=C(OCC2CO2)C=C1 (1-[4-(2cyclobutylmethoxyethyl)phenoxy]-2,3-epoxypropane), NCCC1=CC=C(C=C1)C=1CCC(NN1)=O (6-[4-(2-aminoethyl)phenyl]-4,5-dihydro-3(2H)-pyridazinone). The product is C1(CCC1)COCCC1=CC=C(OCC(CNCCC2=CC=C(C=C2)C=2CCC(NN2)=O)O)C=C1 (6-[4-[2-[3-(4-(2-Cyclobutylmethoxyethyl)phenoxy)-2-hydroxypropylamino]ethyl]phenyl]-4,5-dihydro-3(2H)-pyridazinone). Reaction SMILES: [CH:1]1([CH2:5][O:6][CH2:7][CH2:8][C:9]2[CH:19]=[CH:18][C:12]([O:13][CH2:14][CH:15]3[O:17][CH2:16]3)=[CH:11][CH:10]=2)[CH2:4][CH2:3][CH2:2]1.[NH2:20][CH2:21][CH2:22][C:23]1[CH:28]=[CH:27][C:26]([C:29]2[CH2:30][CH2:31][C:32](=[O:35])[NH:33][N:34]=2)=[CH:25][CH:24]=1>>[CH:1]1([CH2:5][O:6][CH2:7][CH2:8][C:9]2[CH:19]=[CH:18][C:12]([O:13][CH2:14][CH:15]([OH:17])[CH2:16][NH:20][CH2:21][CH2:22][C:23]3[CH:28]=[CH:27][C:26]([C:29]4[CH2:30][CH2:31][C:32](=[O:35])[NH:33][N:34]=4)=[CH:25][CH:24]=3)=[CH:11][CH:10]=2)[CH2:4][CH2:3][CH2:2]1. Procedure details: Prepared analogously to Example 1 from 1-[4-(2cyclobutylmethoxyethyl)phenoxy]-2,3-epoxypropane and 6-[4-(2-aminoethyl)phenyl]-4,5-dihydro-3(2H)-pyridazinone.